From a dataset of the Open Reaction Database (ORD), a public repository of structured organic reaction records. describe an organic reaction: reactants, conditions, products, and yield Starting materials: C(C)(=O)OC(C)C (isopropyl acetate), [OH-].[Na+] (sodium hydroxide), S(O)(O)(=O)=O (sulfuric acid), [K] (potassium), C(=O)(O)C(C=1N=CC(=NC1)C(=O)O)(F)F (5-[carboxy(difluoro)methyl]pyrazine-2-carboxylic acid), Cl (hydrochloric acid), C(C)(=O)OC(C)C (isopropyl acetate). The solvent is O (water), O (water). Reaction conditions: temperature 75 celsius, time 16.5 hour. Yields the product FC(C=1N=CC(=NC1)C(=O)O)F (5-(difluoromethyl)pyrazine-2-carboxylic acid). Isolated yield 64.2%. Reaction SMILES: [K].C([C:5]([F:16])([F:15])[C:6]1[N:7]=[CH:8][C:9]([C:12]([OH:14])=[O:13])=[N:10][CH:11]=1)(O)=O.C(OC(C)C)(=O)C.S(=O)(=O)(O)O.[OH-].[Na+].Cl>O>[F:16][CH:5]([F:15])[C:6]1[N:7]=[CH:8][C:9]([C:12]([OH:14])=[O:13])=[N:10][CH:11]=1 |f:4.5,^1:0|. Procedure details: To a mixture of potassium salt of 5-[carboxy(difluoro)methyl]pyrazine-2-carboxylic acid (IV, 1.00 g, 3.32 mmol) which was obtained from example (1-3)-B, isopropyl acetate (4 mL), and water (2 mL) were added concentrated sulfuric acid (0.60 mL, 10.8 mmol), and the organic layer was separated. The aqueous layer was re-extracted with isopropyl acetate (4 mL) followed by combining the obtained two organic layers. After stirring the mixture at 75° C. for 16.5 h, the mixture was stirred at 80° C. for ... The reactants are CCc1ccc(CNc2ncccc2N)o1, CCOC(=O)N1CCC(N=C=S)CC1, C1CCOC1. Yields the product CCOC(=O)N1CCC(NC(=S)Nc2cccnc2NCc2ccc(CC)o2)CC1. RXN SMILES: [CH2:15]([CH3:16])[c:17]1[cH:18][cH:19][c:20]([CH2:22][NH:23][c:24]2[n:25][cH:26][cH:27][cH:28][c:29]2[NH2:30])[o:21]1.[N:1](=[C:2]=[S:3])[CH:4]1[CH2:5][CH2:6][N:7]([C:10](=[O:11])[O:12][CH2:13][CH3:14])[CH2:8][CH2:9]1.[O:31]1[CH2:32][CH2:33][CH2:34][CH2:35]1>>[NH:1]([C:2](=[S:3])[NH:30][c:29]1[c:24]([NH:23][CH2:22][c:20]2[cH:19][cH:18][c:17]([CH2:15][CH3:16])[o:21]2)[n:25][cH:26][cH:27][cH:28]1)[CH:4]1[CH2:5][CH2:6][N:7]([C:10](=[O:11])[O:12][CH2:13][CH3:14])[CH2:8][CH2:9]1.